This data is from the Open Reaction Database (ORD), a public repository of structured organic reaction records. The task is: describe an organic reaction: reactants, conditions, products, and yield Reactants: O[Li].O (LiOH.H2O), C25H35NO6S2, ClS(=O)(=O)C1=C(C(=O)OC)C=CC=C1 (methyl 2-(chlorosulfonyl)benzoate), CC(=CCC/C(=C/CC/C(=C/CSC[C@@H](C(=O)O)N)/C)/C)C (trans-farnesyl-L-cysteine), C(C)(C)N(C(C)C)CC (N,N-diisopropyl-ethyl-amine). Run in O (H2O), C(C)(=O)OCC (ethyl acetate), C1CCOC1 (THF). Reaction conditions: time 4 hour. Product: C(=O)(O)[C@H](CSC\C=C(\CC\C=C(\CCC=C(C)C)/C)/C)NS(=O)(=O)C1=C(C(=O)O)C=CC=C1 (2-(N—((R)-1-carboxy-2-((2E,6E)-3,7,11-trimethyldodeca-2,6,10-trienylthio)ethyl)sulfamoyl)benzoic acid). Reaction SMILES: Cl[S:2]([C:5]1[CH:14]=[CH:13][CH:12]=[CH:11][C:6]=1[C:7]([O:9]C)=[O:8])(=[O:4])=[O:3].[CH3:15][C:16]([CH3:36])=[CH:17][CH2:18][CH2:19]/[C:20](/[CH3:35])=[CH:21]/[CH2:22][CH2:23]/[C:24](/[CH3:34])=[CH:25]/[CH2:26][S:27][CH2:28][C@H:29]([NH2:33])[C:30]([OH:32])=[O:31].C(N(CC)C(C)C)(C)C.O[Li].O>C1COCC1.C(OCC)(=O)C.O>[C:30]([C@@H:29]([NH:33][S:2]([C:5]1[CH:14]=[CH:13][CH:12]=[CH:11][C:6]=1[C:7]([OH:9])=[O:8])(=[O:4])=[O:3])[CH2:28][S:27][CH2:26]/[CH:25]=[C:24](\[CH3:34])/[CH2:23][CH2:22]/[CH:21]=[C:20](\[CH3:35])/[CH2:19][CH2:18][CH:17]=[C:16]([CH3:15])[CH3:36])([OH:32])=[O:31] |f:3.4|. Procedure: In a 100 mL round bottom flask, to a solution of methyl 2-(chlorosulfonyl)benzoate (281 mg, 1.2 mmol) and S-trans, trans-farnesyl-L-cysteine (325 mg, 1 mmol) in THF (5 mL) was added N,N-diisopropyl-ethyl-amine (0.52 mL, 3 mmol) dropwise. The solution was stirred at room temperature for 4 h. The mixture was diluted with ethyl acetate (60 mL) and washed sequentially with an NH4Cl saturated solution (10 mL×2), H2O (10 mL×1) and brine (10 mL×1). The organic layer was dried over Na2SO4 and concentrat... The reactants are CCCCOc1ccc(N=C=O)cc1, CCNc1ccc2nc(S)sc2n1, c1ccncc1. The product is CCCCOc1ccc(NC(=O)N(CC)c2ccc3nc(S)sc3n2)cc1. Reaction SMILES: [CH2:14]([CH2:15][CH2:16][CH3:17])[O:18][c:19]1[cH:20][cH:21][c:22]([N:25]=[C:26]=[O:27])[cH:23][cH:24]1.[CH2:1]([CH3:2])[NH:3][c:4]1[cH:5][cH:6][c:7]2[c:8]([n:9]1)[s:10][c:11]([SH:13])[n:12]2.[cH:28]1[cH:29][cH:30][n:31][cH:32][cH:33]1>>[CH2:1]([CH3:2])[N:3]([c:4]1[cH:5][cH:6][c:7]2[c:8]([n:9]1)[s:10][c:11]([SH:13])[n:12]2)[C:26]([NH:25][c:22]1[cH:21][cH:20][c:19]([O:18][CH2:14][CH2:15][CH2:16][CH3:17])[cH:24][cH:23]1)=[O:27]. Starting materials: O=C([O-])[O-], CCO, Cc1cccc(C)c1B(O)O, CCOC(C)=O, Cc1cc(Cl)ncc1[N+](=O)[O-], [Na+], [Na+], O, c1ccc(P(c2ccccc2)(c2ccccc2)[Pd](P(c2ccccc2)(c2ccccc2)c2ccccc2)(P(c2ccccc2)(c2ccccc2)c2ccccc2)P(c2ccccc2)(c2ccccc2)c2ccccc2)cc1. The product is Cc1cc(-c2c(C)cccc2C)ncc1[N+](=O)[O-]. RXN SMILES: [C:23](=[O:24])([O-:25])[O-:26].[CH3:113][CH2:114][OH:115].[CH3:1][c:2]1[c:3]([B:9]([OH:10])[OH:11])[c:4]([CH3:8])[cH:5][cH:6][cH:7]1.[CH3:30][CH2:31][O:32][C:33]([CH3:34])=[O:35].[Cl:12][c:13]1[n:14][cH:15][c:16]([N+:20](=[O:21])[O-:22])[c:17]([CH3:19])[cH:18]1.[Na+:27].[Na+:28].[OH2:29].[cH:36]1[cH:37][cH:38][c:39]([P:40]([Pd:41]([P:42]([c:43]2[cH:44][cH:45][cH:46][cH:47][cH:48]2)([c:49]2[cH:50][cH:51][cH:52][cH:53][cH:54]2)[c:55]2[cH:56][cH:57][cH:58][cH:59][cH:60]2)([P:61]([c:62]2[cH:63][cH:64][cH:65][cH:66][cH:67]2)([c:68]2[cH:69][cH:70][cH:71][cH:72][cH:73]2)[c:74]2[cH:75][cH:76][cH:77][cH:78][cH:79]2)[P:80]([c:81]2[cH:82][cH:83][cH:84][cH:85][cH:86]2)([c:87]2[cH:88][cH:89][cH:90][cH:91][cH:92]2)[c:93]2[cH:94][cH:95][cH:96][cH:97][cH:98]2)([c:99]2[cH:100][cH:101][cH:102][cH:103][cH:104]2)[c:105]2[cH:106][cH:107][cH:108][cH:109][cH:110]2)[cH:111][cH:112]1>>[CH3:1][c:2]1[c:3](-[c:13]2[n:14][cH:15][c:16]([N+:20](=[O:21])[O-:22])[c:17]([CH3:19])[cH:18]2)[c:4]([CH3:8])[cH:5][cH:6][cH:7]1. Reactants: ClC1=CC=C(C=C1)C=1C(=NC=C(C(=O)O)C1)OC1CCC1 (5-(4-chlorophenyl)-6-cyclobutoxy-nicotinic acid), N1=C(C=CC=C1)CN (2-pyridinemethanamine). Yields the product ClC1=CC=C(C=C1)C=1C(=NC=C(C(=O)NCC2=NC=CC=C2)C1)OC1CCC1 (5-(4-chlorophenyl)-6-cyclobutoxy-N-(pyridin-2-ylmethyl)nicotinamide). RXN SMILES: [Cl:1][C:2]1[CH:7]=[CH:6][C:5]([C:8]2[C:9]([O:17][CH:18]3[CH2:21][CH2:20][CH2:19]3)=[N:10][CH:11]=[C:12]([CH:16]=2)[C:13](O)=[O:14])=[CH:4][CH:3]=1.[N:22]1[CH:27]=[CH:26][CH:25]=[CH:24][C:23]=1[CH2:28][NH2:29]>>[Cl:1][C:2]1[CH:3]=[CH:4][C:5]([C:8]2[C:9]([O:17][CH:18]3[CH2:21][CH2:20][CH2:19]3)=[N:10][CH:11]=[C:12]([CH:16]=2)[C:13]([NH:29][CH2:28][C:23]2[CH:24]=[CH:25][CH:26]=[CH:27][N:22]=2)=[O:14])=[CH:6][CH:7]=1. Reported procedure: The title compound was synthesized in analogy to Example 1 using 5-(4-chlorophenyl)-6-cyclobutoxy-nicotinic acid (example CA) and 2-pyridinemethanamine (CAN 3731-51-9) as starting materials; LC-MS (UV peak area/ESI) 99.0%, 394.1 (M+H)+. Reactants: FC(C1=C(C=CC=C1)C1=CC=C(C=C1)C=O)(F)F (2′-(Trifluoromethyl)biphenyl-4-carbaldehyde), [O-][Mn](=O)(=O)=O.[K+] (KMnO4). The solvent is O1CCOCC1 (dioxane). Product: FC(C1=C(C=CC=C1)C1=CC=C(C=C1)C(=O)O)(F)F (2′-(Trifluoromethyl)biphenyl-4-carboxylic acid). Isolated yield 82.2%. Reaction SMILES: [F:1][C:2]([F:18])([F:17])[C:3]1[CH:8]=[CH:7][CH:6]=[CH:5][C:4]=1[C:9]1[CH:14]=[CH:13][C:12]([CH:15]=[O:16])=[CH:11][CH:10]=1.[O-:19][Mn](=O)(=O)=O.[K+]>O1CCOCC1>[F:1][C:2]([F:17])([F:18])[C:3]1[CH:8]=[CH:7][CH:6]=[CH:5][C:4]=1[C:9]1[CH:14]=[CH:13][C:12]([C:15]([OH:19])=[O:16])=[CH:11][CH:10]=1 |f:1.2|. Procedure details: A suspension of the product of step A (0.4 g, 1.6 mmol) and KMnO4 (0.502 g, 3.2 mmol) in dioxane (15 ml) was refluxed for 2 h with stirring. The solution was filtered through silica gel bead and washed with EtOAc (30 ml). The solvent was evaporated to dryness to give the title compound (0.35 g, 81.6%), as white solid. 1H-NMR (CDCl3) 7.30-7.58 (m, 5H); 7.76 (d, 1H, J=8.15 Hz); 8.11 (d, 2H, J=8.03 Hz).